From a dataset of the Open Reaction Database (ORD), a public repository of structured organic reaction records. describe an organic reaction: reactants, conditions, products, and yield Reactants: compound 92, Cl.ClCC1=C(N=C2N1C=CC=C2)C2=CC=C(C=C2)Cl (3-(chloromethyl)-2-(4-chlorophenyl)imidazo[1,2-a]pyridine hydrochloride), O1C2=C(NC(C1)=O)C=CC=C2 (2H-benzo[b][1,4]oxazin-3(4H)-one). Product: ClC1=CC=C(C=C1)C=1N=C2N(C=CC=C2)C1CN1C2=C(OCC1=O)C=CC=C2 (4-((2-(4-chlorophenyl)imidazo[1,2-a]pyridin-3-yl)methyl)-2H-benzo[b][1,4]oxazin-3(4H)-one). As a reaction SMILES: Cl.Cl[CH2:3][C:4]1[N:8]2[CH:9]=[CH:10][CH:11]=[CH:12][C:7]2=[N:6][C:5]=1[C:13]1[CH:18]=[CH:17][C:16]([Cl:19])=[CH:15][CH:14]=1.[O:20]1[CH2:25][C:24](=[O:26])[NH:23][C:22]2[CH:27]=[CH:28][CH:29]=[CH:30][C:21]1=2>>[Cl:19][C:16]1[CH:17]=[CH:18][C:13]([C:5]2[N:6]=[C:7]3[CH:12]=[CH:11][CH:10]=[CH:9][N:8]3[C:4]=2[CH2:3][N:23]2[C:24](=[O:26])[CH2:25][O:20][C:21]3[CH:30]=[CH:29][CH:28]=[CH:27][C:22]2=3)=[CH:14][CH:15]=1 |f:0.1|. Procedure details: The title compound was prepared according to Method B and the experimentals described for compound 92 from 3-(chloromethyl)-2-(4-chlorophenyl)imidazo[1,2-a]pyridine hydrochloride and 2H-benzo[b][1,4]oxazin-3(4H)-one. M/e+ 390 for C22H17ClN3O2 (M+H)+; 1H-NMR (400 MHz, CDCl3) δ 8.32 (d, J=6.9 Hz, 1H), 7.61 (d, J=8.4 Hz, 2H), 7.53 (m, 3H), 7.19 (ddd, J=9.1, 6.9, 1,1 Hz, 1H), 6.82 (m, 3H), 6.48 (m, 1H), 6.26 (d, J=7.7 Hz, 1H), 5.68 (s, 2H), 4.60 (s, 2H) ppm. The reactants are Cc1cc(C)c2c(C#N)c(C=CC(=O)O)n(C3CCCc4ccccc43)c2n1, O=C(Cl)C(=O)Cl, C1CCOC1, CCOC(=O)c1ccc(N)cc1, CN(C)C=O, O, c1ccncc1. Yields the product CCOC(=O)c1ccc(NC(=O)C=Cc2c(C#N)c3c(C)cc(C)nc3n2C2CCCc3ccccc32)cc1. Reaction SMILES: [C:1](#[N:2])[c:3]1[c:4]([CH:24]=[CH:25][C:26](=[O:27])[OH:28])[n:5]([CH:14]2[CH2:15][CH2:16][CH2:17][c:18]3[cH:19][cH:20][cH:21][cH:22][c:23]32)[c:6]2[n:7][c:8]([CH3:13])[cH:9][c:10]([CH3:12])[c:11]12.[C:29]([Cl:30])(=[O:31])[C:32]([Cl:33])=[O:34].[CH2:53]1[O:54][CH2:55][CH2:56][CH2:57]1.[CH3:35][CH2:36][O:37][C:38](=[O:39])[c:40]1[cH:41][cH:42][c:43]([NH2:44])[cH:45][cH:46]1.[O:59]=[CH:60][N:61]([CH3:62])[CH3:63].[OH2:58].[cH:47]1[cH:48][cH:49][n:50][cH:51][cH:52]1>>[C:1](#[N:2])[c:3]1[c:4]([CH:24]=[CH:25][C:26](=[O:27])[NH:44][c:43]2[cH:42][cH:41][c:40]([C:38]([O:37][CH2:36][CH3:35])=[O:39])[cH:46][cH:45]2)[n:5]([CH:14]2[CH2:15][CH2:16][CH2:17][c:18]3[cH:19][cH:20][cH:21][cH:22][c:23]32)[c:6]2[n:7][c:8]([CH3:13])[cH:9][c:10]([CH3:12])[c:11]12. The reactants are CC(C(=O)O)(C)SC1=CN=C(S1)NC(=O)N(CCC1=CC=CC=C1)[C@@H]1CC[C@H](CC1)C (2-methyl-2-{2-[3-(trans-4-methyl-cyclohexyl)-3-phenethyl-ureido]-thiazol-5-ylsulfanyl}-propionic acid), BrCCC=1C=CC2=C(CCO2)C1 (5-(2-bromo-ethyl)-2,3-dihydro-benzofuran), C(C)OC(C(C)(C)SC1=CN=C(S1)N)=O (2-(2-amino-thiazol-5-ylsulfanyl)-2-methyl-propionic acid ethyl ester). Yields the product O1CCC2=C1C=C(C=C2)CCN(C(NC=2SC(=CN2)SC(C(=O)O)(C)C)=O)[C@@H]2CC[C@H](CC2)C (2-{2-[3-[2-(2,3-Dihydro-benzofuran-6-yl)-ethyl]-3-(trans-4-methyl-cyclohexyl)-ureido]-thiazol-5-ylsulfanyl}-2-methyl-propionic acid). Reaction SMILES: [CH3:1][C:2]([S:7][C:8]1[S:12][C:11]([NH:13][C:14]([N:16]([C@H:25]2[CH2:30][CH2:29][C@H:28]([CH3:31])[CH2:27][CH2:26]2)[CH2:17][CH2:18][C:19]2[CH:24]=[CH:23][CH:22]=[CH:21][CH:20]=2)=[O:15])=[N:10][CH:9]=1)([CH3:6])[C:3]([OH:5])=[O:4].BrCCC1C=CC2[O:42][CH2:41][CH2:40]C=2C=1.C(OC(=O)C(SC1SC(N)=NC=1)(C)C)C>>[O:42]1[C:21]2[CH:20]=[C:19]([CH2:18][CH2:17][N:16]([C@H:25]3[CH2:26][CH2:27][C@H:28]([CH3:31])[CH2:29][CH2:30]3)[C:14](=[O:15])[NH:13][C:11]3[S:12][C:8]([S:7][C:2]([CH3:1])([CH3:6])[C:3]([OH:5])=[O:4])=[CH:9][N:10]=3)[CH:24]=[CH:23][C:22]=2[CH2:40][CH2:41]1. Procedure details: The compound was prepared following an analogous procedure to the one described for the synthesis of 2-methyl-2-{2-[3-(trans-4-methyl-cyclohexyl)-3-phenethyl-ureido]-thiazol-5-ylsulfanyl}-propionic acid using 5-(2-bromo-ethyl)-2,3-dihydro-benzofuran and 2-(2-amino-thiazol-5-ylsulfanyl)-2-methyl-propionic acid ethyl ester. Starting materials: CC(=O)Nc1ccc(Br)c(F)c1C, N#C[Cu], CN(C)C=O. The product is CC(=O)Nc1ccc(C#N)c(F)c1C. As a reaction SMILES: [Br:1][c:2]1[c:3]([F:13])[c:4]([CH3:12])[c:5]([NH:8][C:9]([CH3:10])=[O:11])[cH:6][cH:7]1.[Cu:14][C:15]#[N:16].[O:17]=[CH:18][N:19]([CH3:20])[CH3:21]>>[c:2]1([C:15]#[N:16])[c:3]([F:13])[c:4]([CH3:12])[c:5]([NH:8][C:9]([CH3:10])=[O:11])[cH:6][cH:7]1.